Dataset: the Open Reaction Database (ORD), a public repository of structured organic reaction records. Task: describe an organic reaction: reactants, conditions, products, and yield The reactants are ClCCCl, CCOC(C)=O, Cc1nc(Cl)c(C(=O)O)[nH]1, O=C(O)C(F)(F)F, N#Cc1cc(Cl)cc(Oc2c(Cl)ccc(CN)c2F)c1Cl, On1nnc2ccccc21. RXN SMILES: [CH2:42]([Cl:43])[CH2:44][Cl:45].[CH3:53][CH2:54][O:55][C:56]([CH3:57])=[O:58].[Cl:22][c:23]1[n:24][c:25]([CH3:31])[nH:26][c:27]1[C:28](=[O:29])[OH:30].[F:46][C:47]([F:48])([F:49])[C:50]([OH:51])=[O:52].[NH2:1][CH2:2][c:3]1[c:4]([F:21])[c:5]([O:10][c:11]2[c:12]([Cl:20])[c:13]([C:14]#[N:15])[cH:16][c:17]([Cl:19])[cH:18]2)[c:6]([Cl:9])[cH:7][cH:8]1.[OH:32][n:33]1[c:34]2[c:35]([cH:36][cH:37][cH:38][cH:39]2)[n:40][n:41]1>>[NH:1]([CH2:2][c:3]1[c:4]([F:21])[c:5]([O:10][c:11]2[c:12]([Cl:20])[c:13]([C:14]#[N:15])[cH:16][c:17]([Cl:19])[cH:18]2)[c:6]([Cl:9])[cH:7][cH:8]1)[C:28]([c:27]1[c:23]([Cl:22])[n:24][c:25]([CH3:31])[nH:26]1)=[O:29]. Product: Cc1nc(Cl)c(C(=O)NCc2ccc(Cl)c(Oc3cc(Cl)cc(C#N)c3Cl)c2F)[nH]1. The reactants are OC1=CC=C(C(=O)O)C=C1 (p-hydroxybenzoic acid), CC(CO)OCCC (2-methyl-2-propyloxyethanol), S(O)(O)(=O)=O (sulfuric acid). Solvent: C1=CC=CC=C1 (benzene). Product: OC1=CC=C(C(=O)OCC(OCCC)C)C=C1 (2-methyl-2-propyloxyethyl 4-hydroxybenzoate). Isolated yield 90.0%. RXN SMILES: [OH:1][C:2]1[CH:10]=[CH:9][C:5]([C:6]([OH:8])=[O:7])=[CH:4][CH:3]=1.[CH3:11][CH:12]([O:15][CH2:16][CH2:17][CH3:18])[CH2:13]O.S(=O)(=O)(O)O>C1C=CC=CC=1>[OH:1][C:2]1[CH:10]=[CH:9][C:5]([C:6]([O:8][CH2:11][CH:12]([CH3:13])[O:15][CH2:16][CH2:17][CH3:18])=[O:7])=[CH:4][CH:3]=1. Procedure: 3.2 g of p-hydroxybenzoic acid and 13.8 g of optically active 2-methyl-2-propyloxyethanol were refluxed under heating together with 1 ml of sulfuric acid in benzene for 20 hours. The reaction liquid was condensed and purified by column chromatography to obtain 5.0 g (yield: 90 %) of the product. Reactants: C(C)OC(=O)N1SC(=NC1C(C(C(C)C)NC(C)=O)=O)C(C)(C)C (3-(2-Acetylamino-3-methylbutyryl)-5-tert-butyl-2,3-dihydro-[1,2,4]thiadiazole-2-carboxylic acid ethyl ester), [OH-].[Na+] (NaOH). Run in CO (MeOH). Reaction conditions: time 2 hour. Product: C(C)(=O)NC(C(=O)C1N(SC(=N1)C(C)(C)C)C(=O)O)C(C)C (3-(2-Acetylamino-3-methylbutyryl)-5-tert-butyl-2,3-dihydro-[1,2,4]thiadiazole-2-carboxylic acid). The yield is 100.1%. Reaction SMILES: C([O:3][C:4]([N:6]1[CH:10]([C:11](=[O:20])[CH:12]([NH:16][C:17](=[O:19])[CH3:18])[CH:13]([CH3:15])[CH3:14])[N:9]=[C:8]([C:21]([CH3:24])([CH3:23])[CH3:22])[S:7]1)=[O:5])C.[OH-].[Na+]>CO>[C:17]([NH:16][CH:12]([CH:13]([CH3:15])[CH3:14])[C:11]([CH:10]1[N:9]=[C:8]([C:21]([CH3:23])([CH3:24])[CH3:22])[S:7][N:6]1[C:4]([OH:5])=[O:3])=[O:20])(=[O:19])[CH3:18] |f:1.2|. Reported procedure: To a solution of 38 (0.301 g, 0.84 mmol) in MeOH (10 mL) was added 1N NaOH solution (1.7 mL, 1.7 mmol). The reaction was stirred at room temperature for 2 hours and solvent was evaporated. The residue was dissolved in EtOAc and washed with 0.5N NaHSO4 (2×) and brine and was dried over anhydrous Na2SO4, filtered and evaporated to give the title compound as a yellow solid (0.277 g, quantitative). Starting materials: C(C)OC(C(CO)(CO)C1=NC(=CC=C1)Br)=O (2-(6-bromo-pyridin-2-yl)-3-hydroxy-2-hydroxymethyl-propionic acid ethyl ester), C(C)(C)N(CC)C(C)C (di-isopropyl ethyl amine), C1CCOC1 (THF), COCCl (methoxymethyl chloride). Reagents/catalysts: [Br-].C(CCC)[N+](CCCC)(CCCC)CCCC (tetrabutyl ammonium bromide). Run at temperature 65 celsius. Yields the product C(C)OC(C(COCOC)(COCOC)C1=NC(=CC=C1)Br)=O (2-(6-Bromo-pyridin-2-yl)-3-methoxymethoxy-2-methoxymethoxymethyl-propionic acid ethyl ester). As a reaction SMILES: [CH2:1]([O:3][C:4](=[O:17])[C:5]([C:10]1[CH:15]=[CH:14][CH:13]=[C:12]([Br:16])[N:11]=1)([CH2:8][OH:9])[CH2:6][OH:7])[CH3:2].C(N(C(C)C)CC)(C)C.[CH3:27][O:28][CH2:29]Cl.C1[CH2:35][O:34][CH2:33]C1>[Br-].C([N+](CCCC)(CCCC)CCCC)CCC>[CH2:1]([O:3][C:4](=[O:17])[C:5]([C:10]1[CH:15]=[CH:14][CH:13]=[C:12]([Br:16])[N:11]=1)([CH2:8][O:9][CH2:33][O:34][CH3:35])[CH2:6][O:7][CH2:27][O:28][CH3:29])[CH3:2] |f:4.5|. Procedure details: To the solution of 2-(6-bromo-pyridin-2-yl)-3-hydroxy-2-hydroxymethyl-propionic acid ethyl ester (30.0 g, 98.638 mmol) in dry THF (250 ml) was added tetrabutyl ammonium bromide (15.8 g, 49.319 mmol) and di-isopropyl ethyl amine (127.47 g, 163.0 ml) followed by methoxymethyl chloride was added drop wise at rt. Resultant reaction contents were refluxed at 65° C. for 3 h and cooled to rt. Reaction mixture was concentrated under reduced pressure and purified by column chromatography over silica gel ... The reactants are Cl (HCl), XVI, ClC1=CC=C(C=C1)C[C@H](C(=O)N1CCN(CC1)C1=C(C=CC=C1)NS(=O)(=O)C)NC(=O)[C@H]1N(CC2=CC=CC=C2C1)C(=O)OC(C)(C)C (tert-butyl 3-{N-[(1R)-1-[(4-chlorophenyl)methyl]-2-(4-{2-[(methylsulfonyl)amino]phenyl}piperazinyl)-2-oxoethyl]carbamoyl}(3S)-1,2,3,4-tetrahydroisoquinoline-2-carboxylate). Run in CCOC(=O)C (EtOAc). The product is ClC1=CC=C(C=C1)C[C@H](C(=O)N1CCN(CC1)C1=C(C=CC=C1)NS(=O)(=O)C)NC(=O)[C@H]1NCC2=CC=CC=C2C1 (N-[(1R)-1-[(4-Chlorophenyl)methyl]-2-(4-{2-[(methylsulfonyl)amino]phenyl}piperazinyl)-2-oxoethyl]((3S)(3-1,2,3,4-tetrahydroisoquinolyl))carboxamide), acetate salt. Reaction SMILES: [Cl:1][C:2]1[CH:7]=[CH:6][C:5]([CH2:8][C@@H:9]([NH:29][C:30]([C@@H:32]2[CH2:41][C:40]3[C:35](=[CH:36][CH:37]=[CH:38][CH:39]=3)[CH2:34][N:33]2C(OC(C)(C)C)=O)=[O:31])[C:10]([N:12]2[CH2:17][CH2:16][N:15]([C:18]3[CH:23]=[CH:22][CH:21]=[CH:20][C:19]=3[NH:24][S:25]([CH3:28])(=[O:27])=[O:26])[CH2:14][CH2:13]2)=[O:11])=[CH:4][CH:3]=1.Cl>CCOC(C)=O>[Cl:1][C:2]1[CH:7]=[CH:6][C:5]([CH2:8][C@@H:9]([NH:29][C:30]([C@@H:32]2[CH2:41][C:40]3[C:35](=[CH:36][CH:37]=[CH:38][CH:39]=3)[CH2:34][NH:33]2)=[O:31])[C:10]([N:12]2[CH2:13][CH2:14][N:15]([C:18]3[CH:23]=[CH:22][CH:21]=[CH:20][C:19]=3[NH:24][S:25]([CH3:28])(=[O:26])=[O:27])[CH2:16][CH2:17]2)=[O:11])=[CH:4][CH:3]=1. Procedure: Following the procedure for the synthesis of Preparation XVI,) N-[(1R)-1-[(4- chlorophenyl)methyl]-2-(4-{2-[(methylsulfonyl)amino]phenyl}piperazinyl)-2-oxoethyl]((3S)(3-1,2,3,4-tetrahydroisoquinolyl))carboxamide was prepared from tert-butyl 3-{N-[(1R)-1-[(4-chlorophenyl)methyl]-2-(4-{2-[(methylsulfonyl)amino]phenyl}piperazinyl)-2-oxoethyl]carbamoyl}(3S)-1,2,3,4-tetrahydroisoquinoline-2-carboxylate (Step 1) (1.42 g, 2.04 mmol) and 50 mL of EtOAc satd with HCl. The crude product was purified by pr... Reactants: O1CCOC12CCN(CC2)C=2C=CC=1N(N2)C(=CN1)CC=1C=C2C=CC=NC2=CC1 (6-[6-(1,4-Dioxa-8-aza-spiro[4.5]dec-8-yl)-imidazo[1,2-b]pyridazin-3-yl methyl]-quinoline), Cl (HCl). The solvent is C1CCOC1 (THF). Reaction conditions: time 22 hour. The product is N1=CC=CC2=CC(=CC=C12)CC1=CN=C2N1N=C(C=C2)N2CCC(CC2)=O (1-(3-Quinolin-6-ylmethyl-imidazo[1,2-b]pyridazin-6-yl)-piperidin-4-one). Reaction SMILES: O1[C:5]2([CH2:10][CH2:9][N:8]([C:11]3[CH:12]=[CH:13][C:14]4[N:15]([C:17]([CH2:20][C:21]5[CH:22]=[C:23]6[C:28](=[CH:29][CH:30]=5)[N:27]=[CH:26][CH:25]=[CH:24]6)=[CH:18][N:19]=4)[N:16]=3)[CH2:7][CH2:6]2)[O:4]CC1.Cl>C1COCC1>[N:27]1[C:28]2[C:23](=[CH:22][C:21]([CH2:20][C:17]3[N:15]4[N:16]=[C:11]([N:8]5[CH2:9][CH2:10][C:5](=[O:4])[CH2:6][CH2:7]5)[CH:12]=[CH:13][C:14]4=[N:19][CH:18]=3)=[CH:30][CH:29]=2)[CH:24]=[CH:25][CH:26]=1. Reported procedure: 6-[6-(1,4-Dioxa-8-aza-spiro[4.5]dec-8-yl)-imidazo[1,2-b]pyridazin-3-yl methyl]-quinoline (Example 110, 132 mg, 0.329 mmol) was dissolved in THF (493 μL). A 2 M HCl solution (493 μL) was then added and the RM was stirred at rt for 22 h and then at 40° C. for 3 h. A basic work up (KHCO3) followed by a crystallization in Et2O/isopropanol afforded the title compound as white crystals (tR 1.33/1.48 min (conditions 6), MH+=358.1, 1H-NMR in DMSO-d6: 8.84 (m, 1H); 8.29 (m, 1H); 7.90 (m, 3H); 7.72 (m, 1H...